This data is from the Open Reaction Database (ORD), a public repository of structured organic reaction records. The task is: describe an organic reaction: reactants, conditions, products, and yield Reactants: C([O-])([O-])=O.[K+].[K+] (potassium carbonate), BrC1=CC=C(OCC2COC2)C=C1 (3-[(4-bromophenoxy)methyl]oxetane), ClC1=C(C=C2C=CNC2=C1)B1OCC(CO1)(C)C (6-chloro-5-(5,5-dimethyl-1,3,2-dioxaborinan-2-yl)-1H-indole), N,N-dimethylformiminium chloride, 5/1, petroleum ether ethyl acetate. The reagents and catalysts are C1=CC=C(C=C1)P([C-]2C=CC=C2)C3=CC=CC=C3.C1=CC=C(C=C1)P([C-]2C=CC=C2)C3=CC=CC=C3.Cl[Pd]Cl.[Fe+2] (Pd(dppf)Cl2). The solvent is O1CCOCC1.CN(C)C=O (dioxane DMF). Run at time 10 minute. The product is ClC1=C(C=C2C(=CNC2=C1)C=O)C1=CC=C(C=C1)OCC1COC1 (6-chloro-5-[4-(oxetan-3-ylmethoxy)phenyl]-1H-indole-3-carbaldehyde). Isolated yield 53.9%. As a reaction SMILES: [Cl:1][C:2]1[CH:10]=[C:9]2[C:5]([CH:6]=[CH:7][NH:8]2)=[CH:4][C:3]=1B1OCC(C)(C)CO1.[C:19](=O)([O-])[O-:20].[K+].[K+].Br[C:26]1[CH:37]=[CH:36][C:29]([O:30][CH2:31][CH:32]2[CH2:35][O:34][CH2:33]2)=[CH:28][CH:27]=1>O1CCOCC1.CN(C=O)C.C1C=CC(P(C2C=CC=CC=2)[C-]2C=CC=C2)=CC=1.C1C=CC(P(C2C=CC=CC=2)[C-]2C=CC=C2)=CC=1.Cl[Pd]Cl.[Fe+2]>[Cl:1][C:2]1[CH:10]=[C:9]2[C:5]([C:6]([CH:19]=[O:20])=[CH:7][NH:8]2)=[CH:4][C:3]=1[C:26]1[CH:37]=[CH:36][C:29]([O:30][CH2:31][CH:32]2[CH2:35][O:34][CH2:33]2)=[CH:28][CH:27]=1 |f:1.2.3,5.6,7.8.9.10|. Procedure: To a sealed tube was added 6-chloro-5-(5,5-dimethyl-1,3,2-dioxaborinan-2-yl)-1H-indole (100 mg, 0.38 mmol) and N,N-dimethylformiminium chloride (97.7 mg, 0.76 mmol) in dioxane/DMF=5/1 (6 mL). The sealed vial was stirred at room temperature for 10 min. to give a white slurry. To the slurry was added 2M potassium carbonate (1.0 mL, 1.9 mmol), 3-[(4-bromophenoxy)methyl]oxetane (92.3 mg, 0.38 mmol) and Pd(dppf)Cl2 (30 mg, 0.05 mmol). The sealed vial was heated to 90° C. for 30 min. TLC (petroleum et...